This data is from the Open Reaction Database (ORD), a public repository of structured organic reaction records. The task is: describe an organic reaction: reactants, conditions, products, and yield Starting materials: O=C([O-])[O-], CCOCC, CC#N, BrC1CCCC1, [Cl-], O=C1C2=CCCCN2C(=O)N1c1cc(O)c(Cl)cc1F, [K+], [K+], [NH4+]. Yields the product O=C1C2=CCCCN2C(=O)N1c1cc(OC2CCCC2)c(Cl)cc1F. Reaction SMILES: [C:21](=[O:22])([O-:23])[O-:24].[CH3:35][CH2:36][O:37][CH2:38][CH3:39].[CH3:40][C:41]#[N:42].[CH:27]1([Br:32])[CH2:28][CH2:29][CH2:30][CH2:31]1.[Cl-:33].[Cl:1][c:2]1[cH:3][c:4]([F:20])[c:5]([N:9]2[C:10](=[O:19])[N:11]3[C:12](=[CH:13][CH2:14][CH2:15][CH2:16]3)[C:17]2=[O:18])[cH:6][c:7]1[OH:8].[K+:25].[K+:26].[NH4+:34]>>[Cl:1][c:2]1[cH:3][c:4]([F:20])[c:5]([N:9]2[C:10](=[O:19])[N:11]3[C:12](=[CH:13][CH2:14][CH2:15][CH2:16]3)[C:17]2=[O:18])[cH:6][c:7]1[O:8][CH:27]1[CH2:28][CH2:29][CH2:30][CH2:31]1. The reactants are CO, O=[N+]([O-])c1cc(C(F)(F)F)ccc1Nc1ccccn1. Yields the product Nc1cc(C(F)(F)F)ccc1Nc1ccccn1. Reaction SMILES: [CH3:21][OH:22].[N+:1]([O-:2])(=[O:3])[c:4]1[c:5]([NH:6][c:7]2[n:8][cH:9][cH:10][cH:11][cH:12]2)[cH:13][cH:14][c:15]([C:17]([F:18])([F:19])[F:20])[cH:16]1>>[NH2:1][c:4]1[c:5]([NH:6][c:7]2[n:8][cH:9][cH:10][cH:11][cH:12]2)[cH:13][cH:14][c:15]([C:17]([F:18])([F:19])[F:20])[cH:16]1. Reactants: N[C@@H]1[C@@H](CN(CC1)C(=O)OC(C)(C)C)CO ((3R,4S)-tert-butyl 4-amino-3-(hydroxymethyl)piperidine-1-carboxylate), ClC(=O)OCC1=CC=CC=C1 (benzyl chloroformate), C([O-])([O-])=O.[Na+].[Na+] (sodium carbonate). Solvent: C(Cl)Cl (CH2Cl2). Reaction conditions: temperature 0 celsius, time 8 hour. Product: desired product, C(C1=CC=CC=C1)OC(=O)[C@@H]1[C@H](CN(CC1)C(=O)OC(C)(C)C)CO ((3R,4S)-tert-butyl 4-(benzyloxycarbonyl)-3-(hydroxymethyl)piperidine-1-carboxylate). As a reaction SMILES: N[C@H:2]1[CH2:7][CH2:6][N:5]([C:8]([O:10][C:11]([CH3:14])([CH3:13])[CH3:12])=[O:9])[CH2:4][C@H:3]1[CH2:15][OH:16].C(=O)([O-])[O-].[Na+].[Na+].Cl[C:24]([O:26][CH2:27][C:28]1[CH:33]=[CH:32][CH:31]=[CH:30][CH:29]=1)=[O:25]>C(Cl)Cl>[CH2:27]([O:26][C:24]([C@H:2]1[CH2:7][CH2:6][N:5]([C:8]([O:10][C:11]([CH3:14])([CH3:13])[CH3:12])=[O:9])[CH2:4][C@@H:3]1[CH2:15][OH:16])=[O:25])[C:28]1[CH:33]=[CH:32][CH:31]=[CH:30][CH:29]=1 |f:1.2.3|. Reported procedure: A sample of (3R,4S)-tert-butyl 4-amino-3-(hydroxymethyl)piperidine-1-carboxylate (113.6 mMol) was dissolved in CH2Cl2 prior to the addition of saturated sodium carbonate (180 mL). This mixture was cooled to 0° C. and then benzyl chloroformate (21.76 mL, 136.32 mMol) was added slowly. The cooling was removed and stirring continued overnight. Partitioned the mixture between water and CH2Cl2. Aqueous layer was re-extracted with CH2Cl2. Combined organic layer was washed with brine and dried (MgSO4).... The reactants are NC1=NC=CC2=CC=CC=C12 (1-aminoisoquinoline), ClC1=NC=NC2=CC(=C(C=C12)OC)OC (4-chloro-6,7-dimethoxyquinazoline). Yields the product COC=1C=C2C(=NC=NC2=CC1OC)NC1=NC=CC2=CC=CC=C12 (6,7-dimethoxy-4-(1-isoquinolylamino)quinazoline). Yield: 13.0%. RXN SMILES: [NH2:1][C:2]1[C:11]2[C:6](=[CH:7][CH:8]=[CH:9][CH:10]=2)[CH:5]=[CH:4][N:3]=1.Cl[C:13]1[C:22]2[C:17](=[CH:18][C:19]([O:25][CH3:26])=[C:20]([O:23][CH3:24])[CH:21]=2)[N:16]=[CH:15][N:14]=1>>[CH3:24][O:23][C:20]1[CH:21]=[C:22]2[C:17](=[CH:18][C:19]=1[O:25][CH3:26])[N:16]=[CH:15][N:14]=[C:13]2[NH:1][C:2]1[C:11]2[C:6](=[CH:7][CH:8]=[CH:9][CH:10]=2)[CH:5]=[CH:4][N:3]=1. Procedure: Using an analogous procedure to that described in Example 9, 1-aminoisoquinoline was reacted with 4-chloro-6,7-dimethoxyquinazoline to give 6,7-dimethoxy-4-(1-isoquinolylamino)quinazoline in 13% yield, m.p. 198°-199° C.; Reactants: C([O-])([O-])=O.[K+].[K+] (potassium carbonate), O=C(C(=O)O)C=1SC=CC1 (α-oxo-2-thiopheneacetic acid), S(=O)(Cl)Cl (thionyl chloride), C(C)N(CC#CC(C)O)CC (5-diethylamino-3-pentyn-2-ol). Run in ClCCl (dichloromethane), N1=CC=CC=C1 (pyridine), O (water). Run at time 18 hour. Yields the product O=C(C(=O)OC(C#CCN(CC)CC)C)C=1SC=CC1 (4-diethylamino-1-methyl-2-butynyl α-oxo-2-thiopheneacetate). The yield is 30.7%. Reaction SMILES: [O:1]=[C:2]([C:6]1[S:7][CH:8]=[CH:9][CH:10]=1)[C:3]([OH:5])=[O:4].S(Cl)(Cl)=O.[CH2:15]([N:17]([CH2:24][CH3:25])[CH2:18][C:19]#[C:20][CH:21](O)[CH3:22])[CH3:16].C(=O)([O-])[O-].[K+].[K+]>ClCCl.O.N1C=CC=CC=1>[O:1]=[C:2]([C:6]1[S:7][CH:8]=[CH:9][CH:10]=1)[C:3]([O:5][CH:21]([CH3:22])[C:20]#[C:19][CH2:18][N:17]([CH2:24][CH3:25])[CH2:15][CH3:16])=[O:4] |f:3.4.5|. Procedure: To a solution of 4.3 g α-oxo-2-thiopheneacetic acid in dichloromethane was added 0.5 ml pyridine, and 6.75 g thionyl chloride was then added dropwise under ice cooling. The mixture was heated under reflux for seven hours and concentrated under reduced pressure, diethyl ether was added to the residue, the insoluble matters were filtered off, and the filtrate was concentrated under reduced pressure. The oily substance thus obtained (4.1 g) was added dropwise to an etheral solution of 4.5 g 5-dieth... Reactants: OC=1C(C=CC=CC1)=O (2-Hydroxycyclohepta-2,4,6-trienone), [N+](=O)([O-])C1=C(C=CC(=C1)[N+](=O)[O-])S(=O)(=O)Cl (2,4-dinitrobenzenesulfonyl chloride). Run in N1=CC=CC=C1 (pyridine). The product is [N+](=O)([O-])C1=C(C=CC(=C1)[N+](=O)[O-])S(=O)(=O)OC1=CC=CC=CC1=O (7-Oxocyclohepta-1,3,5-trien-1-yl 2,4-dinitrobenzenesulfonate). Yield: 6.0%. As a reaction SMILES: [OH:1][C:2]1[C:3](=[O:9])[CH:4]=[CH:5][CH:6]=[CH:7][CH:8]=1.[N+:10]([C:13]1[CH:18]=[C:17]([N+:19]([O-:21])=[O:20])[CH:16]=[CH:15][C:14]=1[S:22](Cl)(=[O:24])=[O:23])([O-:12])=[O:11]>N1C=CC=CC=1>[N+:10]([C:13]1[CH:18]=[C:17]([N+:19]([O-:21])=[O:20])[CH:16]=[CH:15][C:14]=1[S:22]([O:9][C:3]1[C:2](=[O:1])[CH:8]=[CH:7][CH:6]=[CH:5][CH:4]=1)(=[O:24])=[O:23])([O-:12])=[O:11]. Procedure: 2-Hydroxycyclohepta-2,4,6-trienone (0.2 g, 1.7 mmol) was reacted with 2,4-dinitrobenzenesulfonyl chloride (0.54 g, 2.0 mmol) in 10 mL of pyridine to afford PZBG-4d in 6% Yield (0.04 g, 0.1 mmol). 1H NMR (400 MHz, DMSO) δ=9.00 (d, J=2.4 Hz 1H), 8.66 (dd, J1=8.8 Hz, J2=2.4 Hz, 1H), 8.38 (d, J=8.8 Hz 1H), 7.66 (d, J=9.6 Hz 1H), 7.50 (td, J1=8.4 Hz, J2=3.6 Hz, J3=1.2 Hz, 1H), 7.35 (td, J1=8.4 Hz, J2=2.4 Hz, 1H), 7.20-7.15 (m, 2H). 13C (125 MHz, DMSO) δ=178.71, 155.30, 151.20, 147.90, 140.96, 138.83,...